From a dataset of the Open Reaction Database (ORD), a public repository of structured organic reaction records. describe an organic reaction: reactants, conditions, products, and yield Starting materials: CC12CCC3C(CC(O)C4CC(C=O)CCC43C)C1CCC2O, Cl, Cl, NCCON, [Na+], C1COCCO1, [OH-], O, O. Product: CC12CCC3C(CC(O)C4CC(C=NOCCN)CCC43C)C1CCC2O. RXN SMILES: [CH:1](=[O:2])[CH:3]1[CH2:4][CH:5]2[CH:6]([OH:23])[CH2:7][CH:8]3[CH:9]4[CH2:10][CH2:11][CH:12]([OH:22])[C:13]4([CH3:14])[CH2:15][CH2:16][CH:17]3[C:18]2([CH3:21])[CH2:19][CH2:20]1.[ClH:26].[ClH:27].[NH2:28][CH2:29][CH2:30][O:31][NH2:32].[Na+:25].[O:34]1[CH2:35][CH2:36][O:37][CH2:38][CH2:39]1.[OH-:24].[OH2:33].[OH2:40]>>[CH:1]([CH:3]1[CH2:4][CH:5]2[CH:6]([OH:23])[CH2:7][CH:8]3[CH:9]4[CH2:10][CH2:11][CH:12]([OH:22])[C:13]4([CH3:14])[CH2:15][CH2:16][CH:17]3[C:18]2([CH3:21])[CH2:19][CH2:20]1)=[N:32][O:31][CH2:30][CH2:29][NH2:28].